This data is from the Open Reaction Database (ORD), a public repository of structured organic reaction records. The task is: describe an organic reaction: reactants, conditions, products, and yield Starting materials: C(C1=CC=CC=C1)(=O)OOC(C1=CC=CC=C1)=O (benzoyl peroxide), C(C=C)C1=CC=C(C=C1)C (p-allyltoluene), C1=CC=CC=C1C(=O)OO (perbenzoic acid). The solvent is C(Cl)(Cl)Cl (chloroform), C(Cl)(Cl)Cl (chloroform). Run at time 4 day. Product: CC=CCC1=CC2C(C=C1)O2 (p-methylallylbenzene oxide). Isolated yield 47.5%. As a reaction SMILES: [CH:1]1[C:6]([C:7](OO)=O)=[CH:5][CH:4]=[CH:3][CH:2]=1.C(OOC(=O)C1C=CC=CC=1)(=[O:18])C1C=CC=CC=1.[CH2:29]([C:32]1C=CC(C)=CC=1)[CH:30]=C>C(Cl)(Cl)Cl>[CH3:30][CH:29]=[CH:32][CH2:7][C:6]1[CH:5]=[CH:4][CH:3]2[O:18][CH:2]2[CH:1]=1. Procedure: To chloroform solution containing perbenzoic acid prepared from 36.6 g of benzoyl peroxide was added, with ice-cooling, 6.6 g of p-allyltoluene dissolved in 20 ml of chloroform. The resulting mixture was allowed to stand at 5° C for 4 days and washed with 10% sodium hydroxide solution, water, Mohr's salt solution and then water, and dried over anhydrous sodium sulfate. The solvent was evaporated to obtain the residue, which was distilled under reduced pressure to give 35.3 g (yield 47.5%) of p-m... Starting materials: CS(=O)(=O)N (methanesulfonamide), C1(CCCCC1)P(C1=C(C=CC=C1)C1=C(C=C(C=C1C(C)C)C(C)C)C(C)C)C1CCCCC1 (2-dicyclohexylphosphino-2′,4′,6′-tri-isopropyl-1,1′-biphenyl), C([O-])([O-])=O.[Cs+].[Cs+] (cesium carbonate), C(C)OC([C@@H](C)OC1=NC(=NC(=C1)Cl)SCC1=C(C(=CC=C1)F)F)=O (2-[[6-chloro-2-[[(2,3-difluorophenyl)methyl]thio]-4-pyrimidinyl]oxy]-(2R)-propanoic acid ethyl ester), product. The reagents and catalysts are C=1C=CC(=CC1)/C=C/C(=O)/C=C/C2=CC=CC=C2.C=1C=CC(=CC1)/C=C/C(=O)/C=C/C2=CC=CC=C2.C=1C=CC(=CC1)/C=C/C(=O)/C=C/C2=CC=CC=C2.[Pd].[Pd] (tris(dibenzylideneacetone)dipalladium). The solvent is O1CCOCC1 (dioxane). Product: C(C)OC([C@@H](C)OC1=NC(=NC(=C1)NS(=O)(=O)C)SCC1=C(C(=CC=C1)F)F)=O (2-[[2-[[(2,3-difluorophenyl)methyl]thio]-6-[(methylsulfonyl)amino]-4-pyrimidinyl]oxy]-(2R)-propanoic acid ethyl ester). Reaction SMILES: [CH3:1][S:2]([NH2:5])(=[O:4])=[O:3].C1(P(C2CCCCC2)C2C=CC=CC=2C2C(C(C)C)=CC(C(C)C)=CC=2C(C)C)CCCCC1.C(=O)([O-])[O-].[Cs+].[Cs+].[CH2:46]([O:48][C:49](=[O:70])[C@H:50]([O:52][C:53]1[CH:58]=[C:57](Cl)[N:56]=[C:55]([S:60][CH2:61][C:62]2[CH:67]=[CH:66][CH:65]=[C:64]([F:68])[C:63]=2[F:69])[N:54]=1)[CH3:51])[CH3:47]>C1C=CC(/C=C/C(/C=C/C2C=CC=CC=2)=O)=CC=1.C1C=CC(/C=C/C(/C=C/C2C=CC=CC=2)=O)=CC=1.C1C=CC(/C=C/C(/C=C/C2C=CC=CC=2)=O)=CC=1.[Pd].[Pd].O1CCOCC1>[CH2:46]([O:48][C:49](=[O:70])[C@H:50]([O:52][C:53]1[CH:58]=[C:57]([NH:5][S:2]([CH3:1])(=[O:4])=[O:3])[N:56]=[C:55]([S:60][CH2:61][C:62]2[CH:67]=[CH:66][CH:65]=[C:64]([F:68])[C:63]=2[F:69])[N:54]=1)[CH3:51])[CH3:47] |f:2.3.4,6.7.8.9.10|. Procedure: The subtitle compound was prepared according to the procedure outlined in example 1 step iv) using a mixture of methanesulfonamide (93 mg), tris(dibenzylideneacetone)dipalladium (0) (71 mg), 2-dicyclohexylphosphino-2′,4′,6′-tri-isopropyl-1,1′-biphenyl (XPHOS) (52 mg), cesium carbonate (0.38 g), 2-[[6-chloro-2-[[(2,3-difluorophenyl)methyl]thio]-4-pyrimidinyl]oxy]-(2R)-propanoic acid ethyl ester (the product of Example 23 step i) (0.30 g) and dioxane (10 mL). Purification was by column chromatogra... Starting materials: C1(CCCCC1)CCCCCCCCNC1=CC=C(C(=O)O)C=C1 (4-(8-cyclohexyloctylamino)benzoic acid), B(F)(F)F.CCOCC (boron trifluoride etherate), OCC(O)CO (glycerol), B(F)(F)F.CCOCC (boron trifluoride etherate). Solvent: C1(=CC=CC=C1)C (toluene). Conditions: time 120 hour. Yields the product C1(CCCCC1)CCCCCCCCNC1=CC=C(C(=O)OCC(CO)O)C=C1 (2,3-Dihydroxypropyl 4-(8-cyclohexyloctylamino)benzoate). RXN SMILES: [CH:1]1([CH2:7][CH2:8][CH2:9][CH2:10][CH2:11][CH2:12][CH2:13][CH2:14][NH:15][C:16]2[CH:24]=[CH:23][C:19]([C:20]([OH:22])=[O:21])=[CH:18][CH:17]=2)[CH2:6][CH2:5][CH2:4][CH2:3][CH2:2]1.[OH:25][CH2:26][CH:27]([CH2:29]O)[OH:28].B(F)(F)F.CCOCC>C1(C)C=CC=CC=1>[CH:1]1([CH2:7][CH2:8][CH2:9][CH2:10][CH2:11][CH2:12][CH2:13][CH2:14][NH:15][C:16]2[CH:24]=[CH:23][C:19]([C:20]([O:22][CH2:29][CH:27]([OH:28])[CH2:26][OH:25])=[O:21])=[CH:18][CH:17]=2)[CH2:6][CH2:5][CH2:4][CH2:3][CH2:2]1 |f:2.3|. Reported procedure: A solution of 11.8 g. of 4-(8-cyclohexyloctylamino)benzoic acid, 1.00 g. of glycerol, and 5.35 ml. of boron trifluoride etherate in 200 ml. of toluene is stirred under reflux for 48 hours. The solution is treated with an additional 5.35 ml. of boron trifluoride etherate and refluxing is continued for 120 hours. Dilution with water and methylene chloride followed by filtration affords the product as a white solid. Starting materials: CCNCC, ClCCl, ClP(Cl)(Cl)(Cl)Cl, Cc1nc(C(=O)O)c2n1-c1ccc(Cl)cc1C(c1ccccc1F)=NC2, [Na+], [Na+], O=C([O-])[O-]. The product is CCN(CC)C(=O)c1nc(C)n2c1CN=C(c1ccccc1F)c1cc(Cl)ccc1-2. RXN SMILES: [CH2:33]([CH3:34])[NH:35][CH2:36][CH3:37].[CH2:44]([Cl:45])[Cl:46].[Cl:1][P:2]([Cl:3])([Cl:4])([Cl:5])[Cl:6].[Cl:7][c:8]1[cH:9][cH:10][c:11]2[c:12]([cH:32]1)[C:13]([c:25]1[c:26]([F:31])[cH:27][cH:28][cH:29][cH:30]1)=[N:14][CH2:15][c:16]1[n:17]-2[c:18]([CH3:24])[n:19][c:20]1[C:21](=[O:22])[OH:23].[Na+:38].[Na+:39].[O-:40][C:41](=[O:42])[O-:43]>>[Cl:7][c:8]1[cH:9][cH:10][c:11]2[c:12]([cH:32]1)[C:13]([c:25]1[c:26]([F:31])[cH:27][cH:28][cH:29][cH:30]1)=[N:14][CH2:15][c:16]1[n:17]-2[c:18]([CH3:24])[n:19][c:20]1[C:21](=[O:22])[N:35]([CH2:33][CH3:34])[CH2:36][CH3:37]. The reactants are C(C)(=O)OC1=C(C(=CC=C1OC)C=O)Cl (2-chloro-3-formyl-6-methoxyphenyl acetate), [N+](=O)(O)[O-] (nitric acid), ice water. Conditions: time 30 minute. Yields the product C(C)(=O)OC1=C(C(=CC(=C1OC)[N+](=O)[O-])C=O)Cl (2-chloro-3-formyl-6-methoxy-5-nitrophenyl acetate). As a reaction SMILES: [C:1]([O:4][C:5]1[C:10]([O:11][CH3:12])=[CH:9][CH:8]=[C:7]([CH:13]=[O:14])[C:6]=1[Cl:15])(=[O:3])[CH3:2].[N+:16]([O-])([OH:18])=[O:17]>>[C:1]([O:4][C:5]1[C:10]([O:11][CH3:12])=[C:9]([N+:16]([O-:18])=[O:17])[CH:8]=[C:7]([CH:13]=[O:14])[C:6]=1[Cl:15])(=[O:3])[CH3:2]. Reported procedure: 38 g of 2-chloro-3-formyl-6-methoxyphenyl acetate are introduced portionwise at -5° to -10° within 15 minutes into 150 ml of 98 percent nitric acid. After stirring at -5° for 30 minutes the reaction mixture is poured into 1.5 1 of ice-water and extracted three times with 500 ml of methylene chloride. The combined organic phases are washed with ice-water, dried over sodium sulfate and evaporated. The residue is crystallized from ether. There is obtained 2-chloro-3-formyl-6-methoxy-5-nitrophenyl a... Reactants: [Al+3], [H-], [H-], [H-], [H-], [Li+], C1CCOC1, CCOC(=O)Cc1cn2ccccc2n1. Yields the product OCCc1cn2ccccc2n1. As a reaction SMILES: [Al+3:17].[H-:16].[H-:19].[H-:20].[H-:21].[Li+:18].[O:22]1[CH2:23][CH2:24][CH2:25][CH2:26]1.[n:1]1[c:2]([CH2:10][C:11](=[O:12])[O:13][CH2:14][CH3:15])[cH:3][n:4]2[c:5]1[cH:6][cH:7][cH:8][cH:9]2>>[n:1]1[c:2]([CH2:10][CH2:11][OH:12])[cH:3][n:4]2[c:5]1[cH:6][cH:7][cH:8][cH:9]2.